Task: describe an organic reaction: reactants, conditions, products, and yield. Dataset: the Open Reaction Database (ORD), a public repository of structured organic reaction records Starting materials: [BH3-]C#N, C1CNC1, CO, CS(C)=O, CC(=O)O, [Na+], NC(=O)c1cc(-c2csc(C=O)c2)cc2c(C3CCS(=O)(=O)CC3)c[nH]c12. The product is NC(=O)c1cc(-c2csc(CN3CCC3)c2)cc2c(C3CCS(=O)(=O)CC3)c[nH]c12. Reaction SMILES: [C:34]([BH3-:35])#[N:36].[CH2:30]1[CH2:31][NH:32][CH2:33]1.[CH3:28][OH:29].[CH3:38][S:39]([CH3:40])=[O:41].[CH3:42][C:43](=[O:44])[OH:45].[Na+:37].[O:1]=[S:2]1(=[O:27])[CH2:3][CH2:4][CH:5]([c:8]2[cH:9][nH:10][c:11]3[c:12]([C:24](=[O:25])[NH2:26])[cH:13][c:14](-[c:17]4[cH:18][s:19][c:20]([CH:22]=[O:23])[cH:21]4)[cH:15][c:16]23)[CH2:6][CH2:7]1>>[O:1]=[S:2]1(=[O:27])[CH2:3][CH2:4][CH:5]([c:8]2[cH:9][nH:10][c:11]3[c:12]([C:24](=[O:25])[NH2:26])[cH:13][c:14](-[c:17]4[cH:18][s:19][c:20]([CH2:22][N:32]5[CH2:31][CH2:30][CH2:33]5)[cH:21]4)[cH:15][c:16]23)[CH2:6][CH2:7]1.